From a dataset of the Open Reaction Database (ORD), a public repository of structured organic reaction records. describe an organic reaction: reactants, conditions, products, and yield The reactants are C(C)(C)(C)OC(NC1=C(C=C(C(=C1)N1CCOCC1)C(F)(F)F)N)=O ((2-amino-5-morpholin-4-yl-4-trifluoromethyl-phenyl)-carbamic acid tert.-butyl ester), C(C)(C)(C)OC(CC(=O)C1=CC(=NC=C1)C#N)=O (3-(2-cyano-pyridin-4-yl)-3-oxo-propionic acid tert.-butyl ester). Yields the product C(C)(C)(C)OC(NC1=C(C=C(C(=C1)N1CCOCC1)C(F)(F)F)NC(CC(=O)C1=CC(=NC=C1)C#N)=O)=O ({2-[3-(2-Cyano-pyridin-4-yl)-3-oxo-propionylamino]-5-morpholin-4-yl-4-trifluoromethyl-phenyl}-carbamic Acid tert.-Butyl Ester), solid. Reaction SMILES: [C:1]([O:5][C:6](=[O:25])[NH:7][C:8]1[CH:13]=[C:12]([N:14]2[CH2:19][CH2:18][O:17][CH2:16][CH2:15]2)[C:11]([C:20]([F:23])([F:22])[F:21])=[CH:10][C:9]=1[NH2:24])([CH3:4])([CH3:3])[CH3:2].C([O:30][C:31](=O)[CH2:32][C:33]([C:35]1[CH:40]=[CH:39][N:38]=[C:37]([C:41]#[N:42])[CH:36]=1)=[O:34])(C)(C)C>>[C:1]([O:5][C:6](=[O:25])[NH:7][C:8]1[CH:13]=[C:12]([N:14]2[CH2:15][CH2:16][O:17][CH2:18][CH2:19]2)[C:11]([C:20]([F:21])([F:22])[F:23])=[CH:10][C:9]=1[NH:24][C:31](=[O:30])[CH2:32][C:33]([C:35]1[CH:40]=[CH:39][N:38]=[C:37]([C:41]#[N:42])[CH:36]=1)=[O:34])([CH3:4])([CH3:2])[CH3:3]. Procedure details: The title compound was prepared from (2-amino-5-morpholin-4-yl-4-trifluoromethyl-phenyl)-carbamic acid tert.-butyl ester (Example J1) (181 mg, 0.5 mmol) and 3-(2-cyano-pyridin-4-yl)-3-oxo-propionic acid tert.-butyl ester (Example K3) (123 mg, 0.5 mmol) according to the general procedure M. Obtained as an off-white solid (137 mg). The reactants are C(C)(=O)OCC (ethyl acetate), [F-].C(CCC)[N+](CCCC)(CCCC)CCCC (tetrabutylammonium fluoride), solution, O1C=C(C=C1)C=1C=C2C(=NN(C2=CC1C1=CC=C(C=C1)OCC1=CC=CC=C1)COCC[Si](C)(C)C)NC(CCC)=O (N-[5-(3-furyl)-6-[4-(phenylmethoxy)phenyl]-1-[[2-(trimethylsilyl)ethoxy]methyl]-1H-indazol-3-yl]butanamide). Run in O1CCCC1 (tetrahydrofuran), O1CCCC1 (tetrahydrofuran). Yields the product O1C=C(C=C1)C=1C=C2C(=NNC2=CC1C1=CC=C(C=C1)OCC1=CC=CC=C1)NC(CCC)=O (N-[5-(3-furyl)-6-[4-(phenylmethoxy)phenyl]-1H-indazol-3-yl]butanamide). The yield is 68.3%. Reaction SMILES: [F-].C([N+](CCCC)(CCCC)CCCC)CCC.[O:19]1[CH:23]=[CH:22][C:21]([C:24]2[CH:25]=[C:26]3[C:30](=[CH:31][C:32]=2[C:33]2[CH:38]=[CH:37][C:36]([O:39][CH2:40][C:41]4[CH:46]=[CH:45][CH:44]=[CH:43][CH:42]=4)=[CH:35][CH:34]=2)[N:29](COCC[Si](C)(C)C)[N:28]=[C:27]3[NH:55][C:56](=[O:60])[CH2:57][CH2:58][CH3:59])=[CH:20]1.C(OCC)(=O)C>O1CCCC1>[O:19]1[CH:23]=[CH:22][C:21]([C:24]2[CH:25]=[C:26]3[C:30](=[CH:31][C:32]=2[C:33]2[CH:34]=[CH:35][C:36]([O:39][CH2:40][C:41]4[CH:46]=[CH:45][CH:44]=[CH:43][CH:42]=4)=[CH:37][CH:38]=2)[NH:29][N:28]=[C:27]3[NH:55][C:56](=[O:60])[CH2:57][CH2:58][CH3:59])=[CH:20]1 |f:0.1|. Procedure: 10.3 cm3 of tetrabutylammonium fluoride as a 1M solution in tetrahydrofuran are added to 1 g of N-[5-(3-furyl)-6-[4-(phenylmethoxy)phenyl]-1-[[2-(trimethylsilyl)ethoxy]methyl]-1H-indazol-3-yl]butanamide, described previously, in 75 cm3 of tetrahydrofuran, and the mixture is refluxed for 18 hours; after cooling, 75 cm3 of ethyl acetate are added and the organic phase is washed successively with 100 cm3 of saturated sodium hydrogen carbonate solution and with 75 cm3 of saturated sodium chloride so... Reactants: CCCNc1ncc(-c2ccc(C)cc2C)c(=O)n1C, CCOC(C)=O, CCCI, [K+], C1CCOC1, [OH-]. Product: CCCN(CCC)c1ncc(-c2ccc(C)cc2C)c(=O)n1C. RXN SMILES: [CH3:1][c:2]1[c:3](-[c:9]2[c:10](=[O:20])[n:11]([CH3:19])[c:12]([NH:15][CH2:16][CH2:17][CH3:18])[n:13][cH:14]2)[cH:4][cH:5][c:6]([CH3:8])[cH:7]1.[CH3:32][CH2:33][O:34][C:35](=[O:36])[CH3:37].[I:23][CH2:24][CH2:25][CH3:26].[K+:22].[O:27]1[CH2:28][CH2:29][CH2:30][CH2:31]1.[OH-:21]>>[CH3:1][c:2]1[c:3](-[c:9]2[c:10](=[O:20])[n:11]([CH3:19])[c:12]([N:15]([CH2:16][CH2:17][CH3:18])[CH2:24][CH2:25][CH3:26])[n:13][cH:14]2)[cH:4][cH:5][c:6]([CH3:8])[cH:7]1. Starting materials: [N+](=O)([O-])C1=C(C=O)C=CC(=C1)B1OC(C(O1)(C)C)(C)C (2-nitro-4-(4,4,5,5-tetramethyl-1,3,2-dioxaborolan-2-yl)benzaldehyde), BrC1=NC=CC=C1 (2-bromopyridine). The solvent is O1CCOCC1 (dioxane). Yields the product [N+](=O)([O-])C1=C(C=O)C=CC(=C1)C1=NC=CC=C1 (2-nitro-4-(pyridin-2-yl)benzaldehyde). As a reaction SMILES: [N+:1]([C:4]1[CH:11]=[C:10](B2OC(C)(C)C(C)(C)O2)[CH:9]=[CH:8][C:5]=1[CH:6]=[O:7])([O-:3])=[O:2].Br[C:22]1[CH:27]=[CH:26][CH:25]=[CH:24][N:23]=1>O1CCOCC1>[N+:1]([C:4]1[CH:11]=[C:10]([C:22]2[CH:27]=[CH:26][CH:25]=[CH:24][N:23]=2)[CH:9]=[CH:8][C:5]=1[CH:6]=[O:7])([O-:3])=[O:2]. Reported procedure: The title compound was prepared by the procedure as described in Example 101 (Step C) using 2-nitro-4-(4,4,5,5-tetramethyl-1,3,2-dioxaborolan-2-yl)benzaldehyde and 2-bromopyridine in dioxane (reflux). Yields the product C1(=CC=CC=C1)C1C=CC(CC1)=O (4-phenyl-2-cyclohexenone). Run in C(C)(=O)OCC (ethyl acetate). The yield is 42.4%. Reactants: C1(=CC=CC=C1)C1CCC(CC1)=O (4-phenylcyclohexanone), C1(=CC=CC=C1)[Se]Cl (phenylselenenyl chloride). Reaction SMILES: [C:1]1([CH:7]2[CH2:12][CH2:11][C:10](=[O:13])[CH2:9][CH2:8]2)[CH:6]=[CH:5][CH:4]=[CH:3][CH:2]=1.C1([Se]Cl)C=CC=CC=1>C(OCC)(=O)C>[C:1]1([CH:7]2[CH2:12][CH2:11][C:10](=[O:13])[CH:9]=[CH:8]2)[CH:6]=[CH:5][CH:4]=[CH:3][CH:2]=1. Conditions: time 1 hour. Reported procedure: Under a nitrogen atmosphere, a solution of 11.0 grams (0.063 mole) of 4-phenylcyclohexanone in 400 mL of ethyl acetate was stirred, and 14.5 grams (0.076 mole) of phenylselenenyl chloride was added in one portion. The reaction mixture was stirred for one hour and then was washed with three 100 mL portions of water. Tetrahydrofuran, 200 mL, was added, and the reaction mixture was cooled in an ice-bath. The reaction mixture was stirred, and 18.1 mL (0.160 mole) of aqueous 30% hydrogen peroxide was... Reactants: CSC1C(=O)Nc2ccc(CN3CCOC3=O)cc21, CC(=O)O, [Zn]. The product is O=C1Cc2cc(CN3CCOC3=O)ccc2N1. Reaction SMILES: [CH3:1][S:2][CH:3]1[C:4](=[O:19])[NH:5][c:6]2[cH:7][cH:8][c:9]([CH2:12][N:13]3[C:14](=[O:18])[O:15][CH2:16][CH2:17]3)[cH:10][c:11]21.[CH3:20][C:21](=[O:22])[OH:23].[Zn:24]>>[CH2:3]1[C:4](=[O:19])[NH:5][c:6]2[cH:7][cH:8][c:9]([CH2:12][N:13]3[C:14](=[O:18])[O:15][CH2:16][CH2:17]3)[cH:10][c:11]21.